Dataset: the Open Reaction Database (ORD), a public repository of structured organic reaction records. Task: describe an organic reaction: reactants, conditions, products, and yield Reactants: FC(CN=C(NC1=NC(=NC=C1)S(=O)C)N)(F)F (4-[2-(2,2,2-Trifluoroethyl)guanidino]-2-methanesulphinylpyrimidine), [H-].[Na+] (NaH), OCCN1C=NC=C1 (1-(2-hydroxyethyl)imidazole). Run in C(C)(C)(C)O (t-butanol). Product: FC(CN=C(NC1=NC(=NC=C1)OCCN1C=NC=C1)N)(F)F (1-[2-(4-[2-(2,2,2-trifluoroethyl)guanidino]pyrimid-2-yloxy)ethyl]imidazole). RXN SMILES: [F:1][C:2]([F:18])([F:17])[CH2:3][N:4]=[C:5]([NH2:16])[NH:6][C:7]1[CH:12]=[CH:11][N:10]=[C:9](S(C)=O)[N:8]=1.[H-].[Na+].[OH:21][CH2:22][CH2:23][N:24]1[CH:28]=[CH:27][N:26]=[CH:25]1>C(O)(C)(C)C>[F:1][C:2]([F:18])([F:17])[CH2:3][N:4]=[C:5]([NH2:16])[NH:6][C:7]1[CH:12]=[CH:11][N:10]=[C:9]([O:21][CH2:22][CH2:23][N:24]2[CH:28]=[CH:27][N:26]=[CH:25]2)[N:8]=1 |f:1.2|. Reported procedure: 4-[2-(2,2,2-Trifluoroethyl)guanidino]-2-methanesulphinylpyrimidine (140 mg.) was added to a stirred mixture at 50° of t-butanol (10 ml.), NaH (48 mg. of a 50% w/w dispersion in oil) and 1-(2-hydroxyethyl)imidazole, and the mixture stirred at 50° for 2 hours and then evaporated to dryness. The residue was partitioned between aqueous 1N HCl and ether and the aqueous phase basified with aqueous 10N NaOH and extracted with EtOAc. The EtOAc extract was dried and evaporated to dryness and the residue ... Reactants: C(=O)(C(F)(F)F)O (TFA), C(C)(=O)N1[C@@H](C[C@H](C1)O)C(=O)N[C@@H](CCCNC(N)=N)C(=O)C=1SC2=C(N1)C=CC=C2 ((2S,4R)-1-Acetyl-N-[(1S)-1-(2-benzothiazolylcarbonyl)-4-[[imino(amino)methyl]amino]butyl]-4-hydroxypyrrolidine-2-carboxamide), S(O)(O)(=O)=O (sulfuric acid). The solvent is C(C)#N (acetonitrile), C(C)#N (acetonitrile). Product: S(=O)(=O)(O)O.C(C)(=O)N1[C@@H](C[C@H](C1)O)C(=O)N[C@@H](CCCNC(N)=N)C(=O)C=1SC2=C(N1)C=CC=C2 ((2S,4R)-1-Acetyl-N-[(1s)-1-(2-benzothiazolylcarbonyl)-4-[[imino(amino)methyl]amino)butyl]-4-hydroxypyrrolidine-2-carboxamide Sulfate Salt). RXN SMILES: C(O)(C(F)(F)F)=O.[C:8]([N:11]1[CH2:15][C@H:14]([OH:16])[CH2:13][C@H:12]1[C:17]([NH:19][C@H:20]([C:28]([C:30]1[S:31][C:32]2[CH:38]=[CH:37][CH:36]=[CH:35][C:33]=2[N:34]=1)=[O:29])[CH2:21][CH2:22][CH2:23][NH:24][C:25](=[NH:27])[NH2:26])=[O:18])(=[O:10])[CH3:9].[S:39](=[O:43])(=[O:42])([OH:41])[OH:40]>C(#N)C>[S:39]([OH:43])([OH:42])(=[O:41])=[O:40].[C:8]([N:11]1[CH2:15][C@H:14]([OH:16])[CH2:13][C@H:12]1[C:17]([NH:19][C@H:20]([C:28]([C:30]1[S:31][C:32]2[CH:38]=[CH:37][CH:36]=[CH:35][C:33]=2[N:34]=1)=[O:29])[CH2:21][CH2:22][CH2:23][NH:24][C:25](=[NH:26])[NH2:27])=[O:18])(=[O:10])[CH3:9] |f:4.5|. Procedure: To a solution of the TFA salt of the single diastereomer (2S,4R)-1-Acetyl-N-[(1S)-1-(2-benzothiazolylcarbonyl)-4-[[imino(amino)methyl]amino]butyl]-4-hydroxypyrrolidine-2-carboxamide (0.30 g, 0.493 mmol) in acetonitrile (4 mL) was added a solution of sulfuric acid (48.3 mg, 0.493 mmol) in acetonitrile (1 mL). A suspension formed upon mixing. The suspension was heated to partially dissolve the solid, then cooled to precipitate the title compound as a solid. The solid was filtered and dried in a va... Reactants: [N+](=O)([O-])C1=CC=C(C=C1)C1=C(C=NO1)C(=O)O (5-(4-nitrophenyl)isoxazole-4-carboxylic acid), N1CCCC1 (pyrrolidine). Product: [N+](=O)([O-])C1=CC=C(C=C1)C1=C(C=NO1)C(=O)N1CCCC1 (5-(4-Nitrophenyl)-4-(pyrrolidin-1-ylcarbonyl)isoxazole), solid. Reaction SMILES: [N+:1]([C:4]1[CH:9]=[CH:8][C:7]([C:10]2[O:14][N:13]=[CH:12][C:11]=2[C:15]([OH:17])=O)=[CH:6][CH:5]=1)([O-:3])=[O:2].[NH:18]1[CH2:22][CH2:21][CH2:20][CH2:19]1>>[N+:1]([C:4]1[CH:5]=[CH:6][C:7]([C:10]2[O:14][N:13]=[CH:12][C:11]=2[C:15]([N:18]2[CH2:22][CH2:21][CH2:20][CH2:19]2)=[O:17])=[CH:8][CH:9]=1)([O-:3])=[O:2]. Reported procedure: The title compound was prepared from 5-(4-nitrophenyl)isoxazole-4-carboxylic acid (11.7 mg, 0.050 mmol) and pyrrolidine (4.3 mg, 0.060 mmol) as described in synthetic method A and thereafter purified, first by preparative HPLC method A and then by method B, to give a solid (13.4 mg). MS (pos) m/z 288.2 (M+H). Starting materials: ClC1=C(C=CC(=C1)Cl)C=1N=C(C(=NC1CC)N[C@@H]1CNC[C@@H]1OCC)CC (5-(2,4-dichlorophenyl)-N-[(cis)-4-ethoxypyrrolidin-3-yl]-3,6-diethylpyrazin-2-amine), ClC1=C(C=CC(=C1)Cl)C=1N=C(C(=NC1CC)N[C@@H]1CN(C[C@@H]1OCCF)C(=O)OCC1=CC=CC=C1)CC (benzyl (3R,4S)-3-{[5-(2,4-dichlorophenyl)-3,6-diethylpyrazin-2-yl]amino}-4-(2-fluoroethoxy)pyrrolidine-1-carboxylate). Yields the product ClC1=C(C=CC(=C1)Cl)C=1N=C(C(=NC1CC)N[C@@H]1CNC[C@@H]1OCCF)CC (5-(2,4-dichlorophenyl)-3,6-diethyl-N-[(3R,4S)-4-(2-fluoroethoxy)pyrrolidin-3-yl]pyrazin-2-amine). Reaction SMILES: ClC1C=C(Cl)C=CC=1C1N=C(CC)C(N[C@H]2[C@@H](OCC)CNC2)=NC=1CC.[Cl:28][C:29]1[CH:34]=[C:33]([Cl:35])[CH:32]=[CH:31][C:30]=1[C:36]1[N:37]=[C:38]([CH2:64][CH3:65])[C:39]([NH:44][C@H:45]2[C@@H:49]([O:50][CH2:51][CH2:52][F:53])[CH2:48][N:47](C(OCC3C=CC=CC=3)=O)[CH2:46]2)=[N:40][C:41]=1[CH2:42][CH3:43]>>[Cl:28][C:29]1[CH:34]=[C:33]([Cl:35])[CH:32]=[CH:31][C:30]=1[C:36]1[N:37]=[C:38]([CH2:64][CH3:65])[C:39]([NH:44][C@H:45]2[C@@H:49]([O:50][CH2:51][CH2:52][F:53])[CH2:48][NH:47][CH2:46]2)=[N:40][C:41]=1[CH2:42][CH3:43]. Reported procedure: Following the procedure for the preparation of 5-(2,4-dichlorophenyl)-N-[(cis)-4-ethoxypyrrolidin-3-yl]-3,6-diethylpyrazin-2-amine but substituting benzyl (3R,4S)-3-{[5-(2,4-dichlorophenyl)-3,6-diethylpyrazin-2-yl]amino}-4-(2-fluoroethoxy)pyrrolidine-1-carboxylate and making non-critical variations provided the title compound as an oil: 1H NMR (400 MHz, CDCl3) δ) 7.49, 7.35-7.26, 5.38, 4.68-4.53, 4.11, 3.88, 3.80, 3.74, 3.46, 3.24-3.16, 2.93, 2.70, 2.62, 2.29, 2.00, 1.33-1.24, 1.15; IR (liq.) 29... The reactants are B, C1CCOC1, CCOC(=O)c1cc2ccc(C(=O)O)cc2s1. RXN SMILES: [BH3:18].[CH2:19]1[O:20][CH2:21][CH2:22][CH2:23]1.[CH3:1][CH2:2][O:3][C:4](=[O:5])[c:6]1[cH:7][c:8]2[c:9]([s:10]1)[cH:11][c:12]([C:15](=[O:16])[OH:17])[cH:13][cH:14]2>>[CH3:1][CH2:2][O:3][C:4](=[O:5])[c:6]1[cH:7][c:8]2[c:9]([s:10]1)[cH:11][c:12]([CH2:15][OH:16])[cH:13][cH:14]2. The product is CCOC(=O)c1cc2ccc(CO)cc2s1. Starting materials: BrC1=C(SC(=C1C)I)C1OCCO1 (2-(3-bromo-5-iodo-4-methylthien-2-yl)-1,3-dioxolane), ClC=1C=C(C=CC1OC)B(O)O (3-chloro-4-methoxyphenylboronic acid), COC1=CC=C(C=C1)B(O)O (4-methoxyphenylboronic acid). Yields the product ClC=1C=C(C=CC1O)C1=C(C(=C(S1)C=O)C1=CC=C(C=C1)O)C (5-(3-Chloro-4-hydroxyphenyl)-3-(4-hydroxyphenyl)-4-methylthiophene-2-carbaldehyde). Yield: 75.0%. Reaction SMILES: Br[C:2]1[C:6]([CH3:7])=[C:5](I)[S:4][C:3]=1[CH:9]1[O:13]CCO1.[Cl:14][C:15]1[CH:16]=[C:17](B(O)O)[CH:18]=[CH:19][C:20]=1[O:21]C.C[O:27][C:28]1[CH:33]=[CH:32][C:31](B(O)O)=[CH:30][CH:29]=1>>[Cl:14][C:15]1[CH:16]=[C:17]([C:5]2[S:4][C:3]([CH:9]=[O:13])=[C:2]([C:31]3[CH:32]=[CH:33][C:28]([OH:27])=[CH:29][CH:30]=3)[C:6]=2[CH3:7])[CH:18]=[CH:19][C:20]=1[OH:21]. Procedure: Starting from 2-(3-bromo-5-iodo-4-methylthien-2-yl)-1,3-dioxolane (2.5 g, 6.7 mmol) and 3-chloro-4-methoxyphenylboronic acid (1.5 g, 8.0 mmol) in place of 4-methoxyphenylboronic acid (Step 1), and substituting 4-methoxyphenylboronic acid in place of 3-methoxyphenylboronic acid (Step 2), the title compound (0.41 g, 75%) was synthesized in essentially the same manner as described in Example 1.